This data is from the Open Reaction Database (ORD), a public repository of structured organic reaction records. The task is: describe an organic reaction: reactants, conditions, products, and yield Reactants: CCO, COC(=O)c1cnc2ccc(-c3cn(C(c4ccccc4)(c4ccccc4)c4ccccc4)nc3-c3ccc(F)cc3)cn12, NN, O. Product: NNC(=O)c1cnc2ccc(-c3cn(C(c4ccccc4)(c4ccccc4)c4ccccc4)nc3-c3ccc(F)cc3)cn12. As a reaction SMILES: [CH3:48][CH2:49][OH:50].[F:1][c:2]1[cH:3][cH:4][c:5](-[c:8]2[n:9][n:10]([C:26]([c:27]3[cH:28][cH:29][cH:30][cH:31][cH:32]3)([c:33]3[cH:34][cH:35][cH:36][cH:37][cH:38]3)[c:39]3[cH:40][cH:41][cH:42][cH:43][cH:44]3)[cH:11][c:12]2-[c:13]2[cH:14][cH:15][c:16]3[n:17]([cH:18]2)[c:19]([C:22]([O:24][CH3:23])=[O:25])[cH:20][n:21]3)[cH:6][cH:7]1.[NH2:46][NH2:47].[OH2:45]>>[F:1][c:2]1[cH:3][cH:4][c:5](-[c:8]2[n:9][n:10]([C:26]([c:27]3[cH:28][cH:29][cH:30][cH:31][cH:32]3)([c:33]3[cH:34][cH:35][cH:36][cH:37][cH:38]3)[c:39]3[cH:40][cH:41][cH:42][cH:43][cH:44]3)[cH:11][c:12]2-[c:13]2[cH:14][cH:15][c:16]3[n:17]([cH:18]2)[c:19]([C:22](=[O:24])[NH:46][NH2:47])[cH:20][n:21]3)[cH:6][cH:7]1.